This data is from the Open Reaction Database (ORD), a public repository of structured organic reaction records. The task is: describe an organic reaction: reactants, conditions, products, and yield The reactants are N(=O)[O-].[Na+] (sodium nitrite), [Cl-].[K+] (potassium chloride), Cl (hydrochloric acid), NC1=CC=C(C=2CC(OC21)C)C (7-amino-2,3-dihydro-2,4-dimethylbenzofuran), S(=O)([O-])[O-].[Na+].[Na+] (sodium sulfite), ice water, S(=O)([O-])S(=O)[O-].[Na+].[Na+] (sodium dithionite). The solvent is O (water), O (water). Run at temperature 80 celsius, time 18 hour. The product is CC1OC2=C(C1)C(=CC=C2NN)C (2,3-dihydro-2,4-dimethyl-7-hydrazinobenzofuran). Reaction SMILES: Cl.[NH2:2][C:3]1[C:11]2[O:10][CH:9]([CH3:12])[CH2:8][C:7]=2[C:6]([CH3:13])=[CH:5][CH:4]=1.[N:14]([O-])=O.[Na+].S([O-])([O-])=O.[Na+].[Na+].S(S([O-])=O)([O-])=O.[Na+].[Na+].[Cl-].[K+]>O>[CH3:12][CH:9]1[CH2:8][C:7]2[C:6]([CH3:13])=[CH:5][CH:4]=[C:3]([NH:2][NH2:14])[C:11]=2[O:10]1 |f:2.3,4.5.6,7.8.9,10.11|. Procedure details: A mixture of 50 ml of concentrated hydrochloric acid and 19.8 g of 1D was stirred, warmed to 80° C. and allowed to stand at room temperature for 18 hours. Then 50 ml of ice water was added, the mixture was cooled to 0° C. and stirred while a solution of 9.6 g of sodium nitrite in 20 ml of water was added drop-by-drop over 15 minutes to the cold stirred mixture. The cold mixture was stirred for an additional hour and then was added to a cold stirred mixture of 100 g of sodium sulfite in 180 ml of... Reactants: C([O-])([O-])=O.[K+].[K+] (potassium carbonate), CI (methyl iodide), C(C=C)N1C(=NC(=CC1=O)C(F)(F)F)S (3-allyl-2-mercapto-6-trifluoromethyl-4(3H)-pyrimidinone). Run in CN(C)C=O (DMF). The product is C(C=C)N1C(=NC(=CC1=O)C(F)(F)F)SC (3-allyl-2-methylthio-6-trifluoromethyl-4(3H)-pyrimidinone). Yield: 79.0%. RXN SMILES: [C:1](=O)([O-])[O-].[K+].[K+].CI.[CH2:9]([N:12]1[C:17](=[O:18])[CH:16]=[C:15]([C:19]([F:22])([F:21])[F:20])[N:14]=[C:13]1[SH:23])[CH:10]=[CH2:11]>CN(C=O)C>[CH2:9]([N:12]1[C:17](=[O:18])[CH:16]=[C:15]([C:19]([F:20])([F:22])[F:21])[N:14]=[C:13]1[S:23][CH3:1])[CH:10]=[CH2:11] |f:0.1.2|. Procedure: Next, potassium carbonate (22.5 g, 163 mmol) and methyl iodide (10.2 ml, 164 mmol) were added to DMF (110 ml) solution of 3-allyl-2-mercapto-6-trifluoromethyl-4(3H)-pyrimidinone (32.1 g, 136 mmol) with stirring under ice-cooling, followed by stirring for 23 hours while gradually returning to room temperature. After completion of the reaction, the reaction solution was concentrated under a reduced pressure, saturated brine (100 ml), water (100 ml) and ethyl acetate (300 ml) were added to the thus...